From a dataset of the Open Reaction Database (ORD), a public repository of structured organic reaction records. describe an organic reaction: reactants, conditions, products, and yield Reactants: COC1=CC=C(C=C1)C1=NN=C2N1N=C(C1=CC=CC=C21)NC2=CC(=CC=C2)C=2N=NNN2 ([3-(4-methoxy-phenyl)-[1,2,4]triazolo[3,4-a]phthalazin-6-yl]-[3-(2H-tetrazol-5-yl)-phenyl]-amine), CI (methyl iodide), C(=O)([O-])[O-].[K+].[K+] (K2CO3). Run in CN(C)C=O.CC(=O)C (DMF acetone). The product is COC1=CC=C(C=C1)C1=NN=C2N1N=C(C1=CC=CC=C21)NC2=CC(=CC=C2)C=2N=NN(N2)C ([3-(4-Methoxy-phenyl)-[1,2,4]triazolo[3,4-a]phthalazin-6-yl]-[3-(2-methyl-2H-tetrazol-5-yl)-phenyl]-amine). Isolated yield 20.5%. As a reaction SMILES: [CH3:1][O:2][C:3]1[CH:8]=[CH:7][C:6]([C:9]2[N:13]3[N:14]=[C:15]([NH:22][C:23]4[CH:28]=[CH:27][CH:26]=[C:25]([C:29]5[N:30]=[N:31][NH:32][N:33]=5)[CH:24]=4)[C:16]4[C:21]([C:12]3=[N:11][N:10]=2)=[CH:20][CH:19]=[CH:18][CH:17]=4)=[CH:5][CH:4]=1.CI.[C:36]([O-])([O-])=O.[K+].[K+]>CN(C=O)C.CC(C)=O>[CH3:1][O:2][C:3]1[CH:4]=[CH:5][C:6]([C:9]2[N:13]3[N:14]=[C:15]([NH:22][C:23]4[CH:28]=[CH:27][CH:26]=[C:25]([C:29]5[N:30]=[N:31][N:32]([CH3:36])[N:33]=5)[CH:24]=4)[C:16]4[C:21]([C:12]3=[N:11][N:10]=2)=[CH:20][CH:19]=[CH:18][CH:17]=4)=[CH:7][CH:8]=1 |f:2.3.4,5.6|. Procedure: To a suspension of [3-(4-methoxy-phenyl)-[1,2,4]triazolo[3,4-a]phthalazin-6-yl]-[3-(2H-tetrazol-5-yl)-phenyl]-amine (compound T3) (111 mg, 0.25 mmol) in a mixture of DMF/acetone 1:1 (8 mL) are added methyl iodide (79 μg, 1.25 mmol) and K2CO3 (53 mg, 0.37 mmol). The mixture is stirred at room temperature over night. The reaction mixture is concentrated and water is added. The resulting precipitate is filtered and washed with methanol to yield 23 mg of the title compound as white powder. The reactants are C(C)N1C(=C(C2=CC=CC=C12)C(=O)C1=NC=CC=C1C(=O)O)C (2-[(1-ethyl-2-methyl-3-indolyl)carbonyl]-3-pyridinecarboxylic acid), C(C)(=O)OC(C)=O (acetic anhydride), C(C)N1C(=C(C2=CC=CC=C12)C(=O)C=1C(=NC=CC1)C(=O)O)C (3-[(1-ethyl-2-methyl-3-indolyl)carbonyl]-2-pyridinecarboxylic acid), C1(=CC=CC=C1)NC1=CC=CC=C1 (diphenylamine). The solvent is N1=CC=CC=C1 (pyridine). Reaction conditions: time 8 hour. Yields the product C(C)N1C(=C(C2=CC=CC=C12)C1(OC(C=2C1=NC=CC2)=O)N(C2=CC=CC=C2)C2=CC=CC=C2)C (7(1-ethyl-2-methyl-3-indolyl)-7-(diphenylamino)furo[3,4-b]-pyridine-5(7H)-one). Reaction SMILES: [CH2:1]([N:3]1[C:11]2[C:6](=[CH:7][CH:8]=[CH:9][CH:10]=2)[C:5]([C:12]([C:14]2[C:19]([C:20]([OH:22])=[O:21])=[CH:18][CH:17]=[CH:16][N:15]=2)=O)=[C:4]1[CH3:23])[CH3:2].C([N:26]1[C:34]2[C:29](=[CH:30][CH:31]=[CH:32][CH:33]=2)[C:28]([C:35]([C:37]2[C:38](C(O)=O)=NC=CC=2)=O)=[C:27]1[CH3:46])C.C1(NC2C=CC=CC=2)C=CC=CC=1.C(OC(=O)C)(=O)C>N1C=CC=CC=1>[CH2:1]([N:3]1[C:11]2[C:6](=[CH:7][CH:8]=[CH:9][CH:10]=2)[C:5]([C:12]2([N:26]([C:27]3[CH:28]=[CH:35][CH:37]=[CH:38][CH:46]=3)[C:34]3[CH:33]=[CH:32][CH:31]=[CH:30][CH:29]=3)[C:14]3=[N:15][CH:16]=[CH:17][CH:18]=[C:19]3[C:20](=[O:22])[O:21]2)=[C:4]1[CH3:23])[CH3:2]. Reported procedure: A mixture containing 4.5 g. of an isomer mixture comprising 2-[(1-ethyl-2-methyl-3-indolyl)carbonyl]-3-pyridinecarboxylic acid and 3-[(1-ethyl-2-methyl-3-indolyl)carbonyl]-2-pyridinecarboxylic acid, 2.5 g. of diphenylamine and 30 ml. of acetic anhydride was stirred 6.5 hours, then treated with one ml. of pyridine and allowed to stand overnight. The reaction mixture was poured into 750 ml. of water and the resulting solid product was purified by column chromatography affording 7(1-ethyl-2-methyl-... The reactants are O (Water), C1(=CC=CC=C1)P(=O)(C1=CC=CC=C1)N=[N+]=[N-] (diphenyl phosphoryl azide), C12=NNCCCC2CCCC1 (diazabicyclo[5.4.0]undecene), COC1=NC=CC=C1CO (2-methoxy-3-hydroxymethylpyridine). Run in C1(=CC=CC=C1)C (toluene). Conditions: time 8 hour. Yields the product COC1=NC=CC=C1CN=[N+]=[N-] ([(2-methoxy-3-pyridyl)methyl]azide). RXN SMILES: [CH3:1][O:2][C:3]1[C:8]([CH2:9]O)=[CH:7][CH:6]=[CH:5][N:4]=1.C1(P([N:25]=[N+:26]=[N-:27])(C2C=CC=CC=2)=O)C=CC=CC=1.C12CCCCC1CCCNN=2.O>C1(C)C=CC=CC=1>[CH3:1][O:2][C:3]1[C:8]([CH2:9][N:25]=[N+:26]=[N-:27])=[CH:7][CH:6]=[CH:5][N:4]=1. Reported procedure: 7.4 g of 2-methoxy-3-hydroxymethylpyridine was dissolved in 100 ml toluene, and 13.8 ml diphenyl phosphoryl azide and 9.5 ml diazabicyclo[5.4.0]undecene were added, and the mixture was stirred overnight at room temperature. Water was added to the reaction product which was then extracted with ethyl acetate. The organic layer was washed with brine, dried over anhydrous magnesium sulfate and the solvent was evaporated, to give 9.5 g of [(2-methoxy-3-pyridyl)methyl]azide. Reactants: C1CCOC1, CCO, N#Cc1c(F)ccc([N+](=O)[O-])c1F, N. Product: N#Cc1c(F)ccc([N+](=O)[O-])c1N. Reaction SMILES: [CH2:18]1[O:19][CH2:20][CH2:21][CH2:22]1.[CH3:2][CH2:3][OH:4].[F:5][c:6]1[c:7]([C:8]#[N:9])[c:10]([F:17])[cH:11][cH:12][c:13]1[N+:14](=[O:15])[O-:16].[NH3:1]>>[NH2:1][c:6]1[c:7]([C:8]#[N:9])[c:10]([F:17])[cH:11][cH:12][c:13]1[N+:14](=[O:15])[O-:16].